From a dataset of the Open Reaction Database (ORD), a public repository of structured organic reaction records. describe an organic reaction: reactants, conditions, products, and yield Reactants: CN(C)CC#Cc1ccc(NC(=O)OC(C)(C)C)cc1Cl, ClCCl, O=C(OO)c1cccc(Cl)c1. RXN SMILES: [C:1]([CH3:2])([CH3:3])([CH3:4])[O:5][C:6]([NH:7][c:8]1[cH:9][c:10]([Cl:20])[c:11]([C:14]#[C:15][CH2:16][N:17]([CH3:18])[CH3:19])[cH:12][cH:13]1)=[O:21].[Cl:33][CH2:34][Cl:35].[OH:22][O:23][C:24]([c:25]1[cH:26][c:27]([Cl:28])[cH:29][cH:30][cH:31]1)=[O:32]>>[C:1]([CH3:2])([CH3:3])([CH3:4])[O:5][C:6]([NH:7][c:8]1[cH:9][c:10]([Cl:20])[c:11]([C:14]([CH:15]=[CH:16][N:17]([CH3:18])[CH3:19])=[O:22])[cH:12][cH:13]1)=[O:21]. The product is CN(C)C=CC(=O)c1ccc(NC(=O)OC(C)(C)C)cc1Cl. Starting materials: NCCC[C@@H]1C(N[C@@H](C(N1)=O)CC1=CN(C2=CC=CC=C12)C)=O ((3R,6R)-3-(3-aminopropyl)-6-(1-methylindol-3-ylmethyl)piperazine-2,5-dione), C(C)(=O)OC(C)=O (acetic anhydride). The solvent is N1=CC=CC=C1 (pyridine). Conditions: temperature 100 celsius. The product is C(C)(=O)NCCC[C@@H]1C(N[C@@H](C(N1)=O)CC1=CN(C2=CC=CC=C12)C)=O ((3R,6R)-3-(3-acetamidopropyl)-6-(1-methylindol-3-ylmethyl)piperazine-2,5-dione). The yield is 88.2%. Reaction SMILES: [NH2:1][CH2:2][CH2:3][CH2:4][C@H:5]1[NH:10][C:9](=[O:11])[C@@H:8]([CH2:12][C:13]2[C:21]3[C:16](=[CH:17][CH:18]=[CH:19][CH:20]=3)[N:15]([CH3:22])[CH:14]=2)[NH:7][C:6]1=[O:23].[C:24](OC(=O)C)(=[O:26])[CH3:25]>N1C=CC=CC=1>[C:24]([NH:1][CH2:2][CH2:3][CH2:4][C@H:5]1[NH:10][C:9](=[O:11])[C@@H:8]([CH2:12][C:13]2[C:21]3[C:16](=[CH:17][CH:18]=[CH:19][CH:20]=3)[N:15]([CH3:22])[CH:14]=2)[NH:7][C:6]1=[O:23])(=[O:26])[CH3:25]. Procedure: A mixture of (3R,6R)-3-(3-aminopropyl)-6-(1-methylindol-3-ylmethyl)piperazine-2,5-dione (0.1 g) and acetic anhydride (0.08 g) in pyridine (1.0 ml) was heated at 100° C. for 1 hour. After the mixture was cooled to ambient temperature, the precipitated solid was collected by filtration and washed with pyridine (2 ml) and ethanol (5 ml) to give (3R,6R)-3-(3-acetamidopropyl)-6-(1-methylindol-3-ylmethyl)piperazine-2,5-dione (0.1 g). The reactants are ClC=1N=C(C2=C(N1)SC(=N2)C(C)(C)OC)N2CCOCC2 (4-(5-chloro-2-(2-methoxypropan-2-yl)thiazolo[5,4-d]pyrimidin-7-yl)morpholine), NC1=NC=C(C=N1)B1OC(C)(C)C(C)(C)O1 (2-aminopyrimidine-5-boronic acid pinacol ester). Yields the product COC(C)(C)C=1SC=2N=C(N=C(C2N1)N1CCOCC1)C=1C=NC(=NC1)N (5-(2-(2-methoxypropan-2-yl)-7-morpholinothiazolo[5,4-d]pyrimidin-5-yl)pyrimidin-2-amine). Reaction SMILES: Cl[C:2]1[N:3]=[C:4]([N:16]2[CH2:21][CH2:20][O:19][CH2:18][CH2:17]2)[C:5]2[N:10]=[C:9]([C:11]([O:14][CH3:15])([CH3:13])[CH3:12])[S:8][C:6]=2[N:7]=1.[NH2:22][C:23]1[N:28]=[CH:27][C:26](B2OC(C)(C)C(C)(C)O2)=[CH:25][N:24]=1>>[CH3:15][O:14][C:11]([C:9]1[S:8][C:6]2[N:7]=[C:2]([C:26]3[CH:25]=[N:24][C:23]([NH2:22])=[N:28][CH:27]=3)[N:3]=[C:4]([N:16]3[CH2:21][CH2:20][O:19][CH2:18][CH2:17]3)[C:5]=2[N:10]=1)([CH3:13])[CH3:12]. Reported procedure: Crude 4-(5-chloro-2-(2-methoxypropan-2-yl)thiazolo[5,4-d]pyrimidin-7-yl)morpholine (60 mg) was reacted with 2-aminopyrimidine-5-boronic acid pinacol ester via general procedure A with to get 55 mg 104 following reverse phase HPLC purification. MS (Q1) 388.2 (M)+. Starting materials: NC=1C=C(C(=O)O)C=CC1O (3-Amino-4-hydroxy benzoic acid), N1=CC=CC=C1 (pyridine), C(#N)C1=CC=C(C(=O)Cl)C=C1 (4-cyanobenzoyl chloride), C1CCOC1 (THF). Reaction conditions: time 10 hour. Product: C(#N)C1=CC=C(C(=O)NC2=C(C=C(C(=O)O)C=C2)O)C=C1 (4-(4-Cyano-benzoylamino)-3-hydroxy-benzoic acid). As a reaction SMILES: NC1C=C(C=CC=1O)[C:5]([OH:7])=[O:6].[N:12]1[CH:17]=[CH:16][CH:15]=[CH:14][CH:13]=1.[C:18]([C:20]1[CH:28]=[CH:27][C:23]([C:24](Cl)=[O:25])=[CH:22][CH:21]=1)#[N:19].C1C[O:32][CH2:31]C1>>[C:18]([C:20]1[CH:28]=[CH:27][C:23]([C:24]([NH:12][C:17]2[CH:16]=[CH:15][C:14]([C:5]([OH:7])=[O:6])=[CH:13][C:31]=2[OH:32])=[O:25])=[CH:22][CH:21]=1)#[N:19]. Procedure details: To a stirred solution of 3-Amino-4-hydroxy benzoic acid (0.185 g, 0.0012 mols) and pyridine (0.287 g, 0.00363 mols) in 18.5 ml dry THF is added 4-cyanobenzoyl chloride (0.2 g, 0.0012 mols) and the solution is stirred under nitrogen atmosphere at RT for 10 hrs and then refluxed for 3 hrs. The reaction mixture is rotary evaporated and the residue is slurried in water and filtered to get the amide (0.18 g) which is taken for the next step without further purification. Reactants: O1CCCC1 (tetrahydrofuran), ClC1=C(N)C=C(C(=C1)Cl)F (2,4-dichloro-5-fluoroaniline), N(=O)[O-].[Na+] (sodium nitrite), F[B-](F)(F)F.[H+] (tetrafluoroboric acid). Run in O (water). The product is F[B-](F)(F)F.ClC1=C(C=C(C(=C1)Cl)F)[N+]#N (2,4-dichloro-5-fluorophenyldiazonium tetrafluoroborate). Reaction SMILES: O1CCCC1.[Cl:6][C:7]1[CH:13]=[C:12]([Cl:14])[C:11]([F:15])=[CH:10][C:8]=1[NH2:9].[F:16][B-:17]([F:20])([F:19])[F:18].[H+].[N:22]([O-])=O.[Na+]>O>[F:16][B-:17]([F:20])([F:19])[F:18].[Cl:6][C:7]1[CH:13]=[C:12]([Cl:14])[C:11]([F:15])=[CH:10][C:8]=1[N+:9]#[N:22] |f:2.3,4.5,7.8|. Reported procedure: 165 ml of tetrahydrofuran are added to 100 g of 2,4-dichloro-5-fluoroaniline at room temperature. To this solution are added 333 ml of tetrafluoroboric acid (50% strength) with cooling. 57.5 g of sodium nitrite in 117 ml of water are added to the reaction mixture cooled to 5°-10° C. in such a way that the internal temperature is 7°-13° C. After addition is completed, the 0° C. solution is filtered. The residue is washed with tetrahydrofuran and ice-cold water. 121 g of product remain. Reactants: [Na+].[Br-] (NaBr), C(C)(C)(C)OC(=O)N1CC(CCC1)O (3-hydroxy-piperidine-1-carboxylic acid t-butyl ester), C(C)(C)(C)OC(=O)N1CC(CCC1)O (3-hydroxy-piperidine-1-carboxylic acid t-butyl ester), C(=O)(O)[O-].[Na+] (NaHCO3), [O-]Cl.[Na+] (NaOCl). Reagents/catalysts: CC1(CCCC(N1[O])(C)C)C (TEMPO). Solvent: C1(=CC=CC=C1)C (toluene), O (water), ethyl ester. Product: C(C)(C)(C)OC(=O)N1CC(CCC1)=O (3-oxo-piperidine-1-carboxylic acid t-butyl ester). Yield: 95.4%. Reaction SMILES: [C:1]([O:5][C:6]([N:8]1[CH2:13][CH2:12][CH2:11][CH:10]([OH:14])[CH2:9]1)=[O:7])([CH3:4])([CH3:3])[CH3:2].[Na+].[Br-].C([O-])(O)=O.[Na+].[O-]Cl.[Na+]>C1(C)C=CC=CC=1.O.CC1(C)N([O])C(C)(C)CCC1>[C:1]([O:5][C:6]([N:8]1[CH2:13][CH2:12][CH2:11][C:10](=[O:14])[CH2:9]1)=[O:7])([CH3:4])([CH3:2])[CH3:3] |f:1.2,3.4,5.6,^1:36|. Procedure details: 3-hydroxy-piperidine-1-carboxylic acid t-butyl ester (4.0 g, 20 mmol) synthesized in Section (1) was dissolved in a mixed solution (2:1:2, 100 mL) of toluene, water and ethyl ester, and 1.0 mol% TEMPO (31 mg), and NaBr (2.3 g) were sequentially added thereto. A mixture of NaHCO3 (4.7 g) and NaOCl (5%, 36 mL) was slowly added to the mixture under cooling conditions (0 to 4° C.). After the reaction was complete, the organic layer was dried over anhydrous magnesium sulfate and filtered. The filtere... Starting materials: C(C)(=O)NC(C)C1=CC=CC=C1 (racemic N-acetyl-1-phenylethylamine), C(C)(=O)NC(CC1=CC=C(C=C1)Cl)CC=C (racemic 2-acetylamino-1(4-chlorophenyl)-4-pentene), P(=O)([O-])([O-])[O-].[K+].[K+].[K+] (potassium phosphate). Solvent: CO (methanol). Run at temperature 28 celsius, time 21 hour. Yields the product N[C@H](CC1=CC=C(C=C1)Cl)CC=C ((S)-2-amino-1(4-chlorophenyl)-4-pentene). As a reaction SMILES: C(NC(C1C=CC=CC=1)C)(=O)C.C([NH:16][CH:17]([CH2:26][CH:27]=[CH2:28])[CH2:18][C:19]1[CH:24]=[CH:23][C:22]([Cl:25])=[CH:21][CH:20]=1)(=O)C.P([O-])([O-])([O-])=O.[K+].[K+].[K+]>CO>[NH2:16][C@@H:17]([CH2:26][CH:27]=[CH2:28])[CH2:18][C:19]1[CH:24]=[CH:23][C:22]([Cl:25])=[CH:21][CH:20]=1 |f:2.3.4.5|. Procedure: Strain K1/1 is grown according to example 3 in a 30 l fermenter filled with 20 l of basic medium containing 1 g/l of racemic N-acetyl-1-phenylethylamine. The cells are harvested by continuous centrifugation and resuspended in the reaction mixture, which is prepared by adding a solution of 80 g racemic 2-acetylamino-1(4-chlorophenyl)-4-pentene in 500 ml methanol to 20 l of potassium phosphate buffer, 69 mM, pH 7. After stirring for 21 h at 28° C. and 500 rpm the amine formed and the unreacted ami... Starting materials: Wittig reagent, COC=1C=C(C=C(C1)OC)C(=O)C1=CC(=C(C=C1)OC)[N+](=O)[O-] ((3,5-dimethoxy-phenyl)-(4-methoxy-3-nitro-phenyl)-methanone), ice water, C[Si](C)(C)[N-][Si](C)(C)C.[Li+] (Lithium bis(trimethylsilyl)amide), [Br-].C1(=CC=CC=C1)C(C1=CC=CC=C1)(C1=CC=CC=C1)[PH3+] (triphenylmethylphosphonium bromide). Conditions: time 40 minute. As a reaction SMILES: C[Si]([N-:5][Si](C)(C)C)(C)C.[Li+].[Br-].C1(C([PH3+])([C:25]2[CH:30]=CC=CC=2)C2C=CC=CC=2)C=CC=CC=1.[CH3:32][O:33][C:34]1[CH:35]=[C:36]([C:42]([C:44]2[CH:49]=[CH:48][C:47]([O:50][CH3:51])=[C:46]([N+:52]([O-:54])=[O:53])[CH:45]=2)=O)[CH:37]=[C:38]([O:40][CH3:41])[CH:39]=1>C1COCC1>[CH3:32][O:33][C:34]1[CH:35]=[C:36]([C:42]([C:44]2[CH:49]=[CH:48][C:47]([O:50][CH3:51])=[C:46]([N+:52]([O-:54])=[O:53])[CH:45]=2)=[CH:25][C:30]#[N:5])[CH:37]=[C:38]([O:40][CH3:41])[CH:39]=1 |f:0.1,2.3|. Isolated yield 76.8%. Procedure: Lithium bis(trimethylsilyl)amide (5.3 mL, 5.3 mmol) was added dropwise to a stirred suspension of triphenylmethylphosphonium bromide (1.89 g, 5.3 mmol) in anhydrous THF (30 mL) at 0° C. After 10 min at cold, the reaction mixture was stirred at room temperature for 40 min. The Wittig reagent was then added dropwise to a stirred solution of (3,5-dimethoxy-phenyl)-(4-methoxy-3-nitro-phenyl)-methanone (1.40 g, 4.4 mmol) in THF (30 mL) at 0° C. The reaction mixture was stirred at room temperature for... The solvent is C1CCOC1 (THF), C1CCOC1 (THF). Yields the product COC=1C=C(C=C(C1)OC)C(=CC#N)C1=CC(=C(C=C1)OC)[N+](=O)[O-] (3-(3,5-dimethoxy-phenyl)-3-(4-methoxy-3-nitro-phenyl)-acrylonitrile). Starting materials: COc1ccc2c(c1)C13CCN(C)C(C2)C1C=CC(=O)C3, CCO. The product is COc1ccc2c(c1)C13CCN(C)C(C2)C1CCC(=O)C3. RXN SMILES: [CH3:1][O:2][c:3]1[cH:4][cH:5][c:6]2[c:15]([cH:16]1)[C:14]13[CH:9]([CH:8]([CH2:7]2)[N:19]([CH3:20])[CH2:18][CH2:17]1)[CH:10]=[CH:11][C:12](=[O:21])[CH2:13]3.[CH3:22][CH2:23][OH:24]>>[CH3:1][O:2][c:3]1[cH:4][cH:5][c:6]2[c:15]([cH:16]1)[C:14]13[CH:9]([CH:8]([CH2:7]2)[N:19]([CH3:20])[CH2:18][CH2:17]1)[CH2:10][CH2:11][C:12](=[O:21])[CH2:13]3. As a reaction SMILES: [Cl:1][C:2]1[CH:10]=[CH:9][C:5]([C:6](Cl)=[O:7])=[CH:4][C:3]=1[OH:11].[OH-].[NH4+:13]>O>[Cl:1][C:2]1[CH:10]=[CH:9][C:5]([C:6]([NH2:13])=[O:7])=[CH:4][C:3]=1[OH:11] |f:1.2|. Yield: 86.0%. The reactants are ClC1=C(C=C(C(=O)Cl)C=C1)O (4-Chloro-3-hydroxy-benzoyl chloride), [OH-].[NH4+] (ammonium hydroxide). The product is ClC1=C(C=C(C(=O)N)C=C1)O (4-chloro-3-hydroxy-benzamide). Procedure: 4-Chloro-3-hydroxy-benzoyl chloride is cooled to 0° C. and 20 ml of ammonium hydroxide were added within 5 minutes. The mixture is allowed to stir at 0° C. for 30 minutes, then at room temperature for additional 30 minutes. 30 ml of water is added to the mixture and the white precipitate is filtered, the pH of the water layer is adjusted to 3, followed by extraction with ethyl acetate, dried over MgSO4 to give 4-chloro-3-hydroxy-benzamide as a white solid 850 mg (86% yield). Reaction conditions: temperature 0 celsius, time 30 minute. The solvent is O (water).